The task is: describe an organic reaction: reactants, conditions, products, and yield. This data is from the Open Reaction Database (ORD), a public repository of structured organic reaction records. Starting materials: C1COCCO1, Cl, [Li+], COC(=O)c1cc(NC(=O)C2(c3ccc4c(c3)OCO4)CC2)cc2cc(C(C)(C)C)[nH]c12, [OH-], O. Yields the product CC(C)(C)c1cc2cc(NC(=O)C3(c4ccc5c(c4)OCO5)CC3)cc(C(=O)O)c2[nH]1. RXN SMILES: [CH2:36]1[O:37][CH2:38][CH2:39][O:40][CH2:41]1.[ClH:35].[Li+:33].[O:1]1[CH2:2][O:3][c:4]2[c:5]1[cH:6][cH:7][c:8]([C:10]1([C:13](=[O:14])[NH:15][c:16]3[cH:17][c:18]4[cH:19][c:20]([C:29]([CH3:30])([CH3:31])[CH3:32])[nH:21][c:22]4[c:23]([C:25](=[O:26])[O:27][CH3:28])[cH:24]3)[CH2:11][CH2:12]1)[cH:9]2.[OH-:34].[OH2:42]>>[O:1]1[CH2:2][O:3][c:4]2[c:5]1[cH:6][cH:7][c:8]([C:10]1([C:13](=[O:14])[NH:15][c:16]3[cH:17][c:18]4[cH:19][c:20]([C:29]([CH3:30])([CH3:31])[CH3:32])[nH:21][c:22]4[c:23]([C:25](=[O:26])[OH:27])[cH:24]3)[CH2:11][CH2:12]1)[cH:9]2. The reactants are BrCC1=CC=2N=C(N=C(C2S1)N1CCOCC1)Cl (6-bromomethyl-2-chloro-4-morpholin-4-yl-thieno[3,2-d]pyrimidine), O1CC(NCC12CCNCC2)=O (1-oxa-4,9-diaza-spiro[5.5]undecan-3-one), C([O-])([O-])=O.[K+].[K+] (potassium carbonate). Run in CN(C)C=O (DMF). Yields the product ClC=1N=C(C2=C(N1)C=C(S2)CN2CCC1(CNC(CO1)=O)CC2)N2CCOCC2 (9-(2-Chloro-4-morpholin-4-yl-thieno[3,2-d]pyrimidin-6-ylmethyl)-1-oxa-4,9-diazaspiro[5.5]undecan-3-one). The yield is 82.2%. RXN SMILES: Br[CH2:2][C:3]1[S:11][C:10]2[C:9]([N:12]3[CH2:17][CH2:16][O:15][CH2:14][CH2:13]3)=[N:8][C:7]([Cl:18])=[N:6][C:5]=2[CH:4]=1.[O:19]1[C:24]2([CH2:29][CH2:28][NH:27][CH2:26][CH2:25]2)[CH2:23][NH:22][C:21](=[O:30])[CH2:20]1.C(=O)([O-])[O-].[K+].[K+]>CN(C=O)C>[Cl:18][C:7]1[N:8]=[C:9]([N:12]2[CH2:17][CH2:16][O:15][CH2:14][CH2:13]2)[C:10]2[S:11][C:3]([CH2:2][N:27]3[CH2:26][CH2:25][C:24]4([O:19][CH2:20][C:21](=[O:30])[NH:22][CH2:23]4)[CH2:29][CH2:28]3)=[CH:4][C:5]=2[N:6]=1 |f:2.3.4|. Procedure details: A solution of 6-bromomethyl-2-chloro-4-morpholin-4-yl-thieno[3,2-d]pyrimidine (500 mg, 1.43 mmol), 1-oxa-4,9-diaza-spiro[5.5]undecan-3-one (315 mg, 1.85 mmol) and potassium carbonate (450 mg, 3.26 mmol) in DMF (40 mL) was stirred at ambient temperature for 18 hours, then loaded onto an Isolute® SCX-2 cartridge (10 g). The cartridge was washed with MeOH and the desired product was subsequently eluted using 2 M NH3 in MeOH. The eluent was collected and concentrated in vacuo. The resultant residue ... Reactants: ClCCl, CC(C)(C)OC(=O)n1cc(CNC(=O)c2ncc3cccnc3c2O)c2ccccc21. Reaction SMILES: [Cl:32][CH2:33][Cl:34].[OH:1][c:2]1[c:3]([C:12](=[O:13])[NH:14][CH2:15][c:16]2[cH:17][n:18]([C:25]([O:26][C:27]([CH3:28])([CH3:29])[CH3:30])=[O:31])[c:19]3[cH:20][cH:21][cH:22][cH:23][c:24]23)[n:4][cH:5][c:6]2[cH:7][cH:8][cH:9][n:10][c:11]12>>[OH:1][c:2]1[c:3]([C:12](=[O:13])[NH:14][CH2:15][c:16]2[cH:17][nH:18][c:19]3[cH:20][cH:21][cH:22][cH:23][c:24]23)[n:4][cH:5][c:6]2[cH:7][cH:8][cH:9][n:10][c:11]12. Product: O=C(NCc1c[nH]c2ccccc12)c1ncc2cccnc2c1O. The reactants are OC1=NC(C2=CC=CC=C12)=O (hydroxy isoindolone), C(=O)(OCC)C=P(C1=CC=CC=C1)(C1=CC=CC=C1)C1=CC=CC=C1 ((carbethoxymethylene)-triphenylphosphorane), C1(=CC=CC=C1)C (toluene), product, C([O-])([O-])=O.[K+].[K+] (potassium carbonate). Run in CCO.O (EtOH H2O). Yields the product COC1=CC=C(CN2C(C3=CC=CC=C3C2=O)CC(=O)O)C=C1 ([2-(4-Methoxy-benzyl)-3-oxo-2,3-dihydro-1H-isoindol-1-yl]-acetic acid). As a reaction SMILES: O[C:2]1[C:10]2[C:5](=[CH:6][CH:7]=[CH:8][CH:9]=2)[C:4](=[O:11])[N:3]=1.[C:12]([CH:17]=P(C1C=CC=CC=1)(C1C=CC=CC=1)C1C=CC=CC=1)([O:14]CC)=[O:13].[C:37](=O)([O-])[O-:38].[K+].[K+].[C:43]1([CH3:49])[CH:48]=[CH:47][CH:46]=[CH:45][CH:44]=1>CCO.O>[CH3:37][O:38][C:46]1[CH:47]=[CH:48][C:43]([CH2:49][N:3]2[C:4](=[O:11])[C:5]3[C:10](=[CH:9][CH:8]=[CH:7][CH:6]=3)[CH:2]2[CH2:17][C:12]([OH:14])=[O:13])=[CH:44][CH:45]=1 |f:2.3.4,6.7|. Procedure: A mixture of the hydroxy isoindolone prepared in Part B (6.3 g, 0.023 mmol) and (carbethoxymethylene)-triphenylphosphorane (9.8 g, 28.1 mmol) in toluene (100 mL) was stirred at reflux for 24 hr, cooled to room temperature and evaporated in vacuo. The resulting oil was diluted with EtOH/H2O (90/30 mL) and potassium carbonate (4.2 g, 30.4 mmol) was added. The reaction mixture was stirred at reflux for 16 hr, evaporated in vacuo, diluted with water (150 mL) and acidified with 6N HCl to pH 3. The aq... The reactants are BrB(Br)Br, CCOC(C)=O, CCCCCC, CCCCCCC, ClCCl, [Na+], O=C([O-])O, COc1ccc2c(c1)CCC(c1ccccc1)=C2c1ccc(O)cc1. The product is Oc1ccc(C2=C(c3ccccc3)CCc3cc(O)ccc32)cc1. RXN SMILES: [B:29]([Br:30])([Br:31])[Br:32].[CH3:38][CH2:39][O:40][C:41](=[O:42])[CH3:43].[CH3:44][CH2:45][CH2:46][CH2:47][CH2:48][CH3:49].[CH3:50][CH2:51][CH2:52][CH2:53][CH2:54][CH2:55][CH3:56].[Cl:1][CH2:2][Cl:3].[Na+:37].[O-:33][C:34]([OH:35])=[O:36].[OH:4][c:5]1[cH:6][cH:7][c:8]([C:11]2=[C:12]([c:23]3[cH:24][cH:25][cH:26][cH:27][cH:28]3)[CH2:13][CH2:14][c:15]3[cH:16][c:17]([O:21][CH3:22])[cH:18][cH:19][c:20]32)[cH:9][cH:10]1>>[OH:4][c:5]1[cH:6][cH:7][c:8]([C:11]2=[C:12]([c:23]3[cH:24][cH:25][cH:26][cH:27][cH:28]3)[CH2:13][CH2:14][c:15]3[cH:16][c:17]([OH:21])[cH:18][cH:19][c:20]32)[cH:9][cH:10]1. The reactants are CS(C)=O, Clc1cccc(Cl)c1CBr, [N-]=[N+]=[N-], [Na+], O. The product is [N-]=[N+]=NCc1c(Cl)cccc1Cl. Reaction SMILES: [CH3:15][S:16](=[O:17])[CH3:18].[Cl:1][c:2]1[c:3]([CH2:4][Br:5])[c:6]([Cl:10])[cH:7][cH:8][cH:9]1.[N-:12]=[N+:13]=[N-:14].[Na+:11].[OH2:19]>>[Cl:1][c:2]1[c:3]([CH2:4][N:12]=[N+:13]=[N-:14])[c:6]([Cl:10])[cH:7][cH:8][cH:9]1. Reactants: Clc1c[nH]c2ncc(Br)nc12, C[Si](C)(C)CCOCCl, [H-], [Na+], CN(C)C=O. Yields the product C[Si](C)(C)CCOCn1cc(Cl)c2nc(Br)cnc21. As a reaction SMILES: [Br:1][c:2]1[n:3][c:4]2[c:5]([n:6][cH:7]1)[nH:8][cH:9][c:10]2[Cl:11].[Cl:14][CH2:15][O:16][CH2:17][CH2:18][Si:19]([CH3:20])([CH3:21])[CH3:22].[H-:13].[Na+:12].[O:23]=[CH:24][N:25]([CH3:26])[CH3:27]>>[Br:1][c:2]1[n:3][c:4]2[c:5]([n:6][cH:7]1)[n:8]([CH2:15][O:16][CH2:17][CH2:18][Si:19]([CH3:20])([CH3:21])[CH3:22])[cH:9][c:10]2[Cl:11].